Dataset: the Open Reaction Database (ORD), a public repository of structured organic reaction records. Task: describe an organic reaction: reactants, conditions, products, and yield The reactants are CCCCCCCCCCCCN(C)CCOc1ccc(CCC(=O)O)c(OC)c1, CCCCCCCCCCCCN(C)CCOc1ccc(CCC(=O)O)cc1, Cl. Product: CCCCCCCCCCCCN(C)CCOc1ccc2c(c1)OC(=O)CC2. Reaction SMILES: [CH2:1]([CH2:2][CH2:3][CH2:4][CH2:5][CH2:6][CH2:7][CH2:8][CH2:9][CH2:10][CH2:11][CH3:12])[N:13]([CH3:14])[CH2:15][CH2:16][O:17][c:18]1[cH:19][c:20]([O:29][CH3:30])[c:21]([CH2:24][CH2:25][C:26](=[O:27])[OH:28])[cH:22][cH:23]1.[CH2:31]([N:32]([CH2:33][CH2:34][O:35][c:36]1[cH:37][cH:38][c:39]([CH2:40][CH2:41][C:42]([OH:43])=[O:44])[cH:45][cH:46]1)[CH3:47])[CH2:48][CH2:49][CH2:50][CH2:51][CH2:52][CH2:53][CH2:54][CH2:55][CH2:56][CH2:57][CH3:58].[ClH:59]>>[CH2:1]([CH2:2][CH2:3][CH2:4][CH2:5][CH2:6][CH2:7][CH2:8][CH2:9][CH2:10][CH2:11][CH3:12])[N:13]([CH3:14])[CH2:15][CH2:16][O:17][c:18]1[cH:19][c:20]2[c:21]([cH:22][cH:23]1)[CH2:24][CH2:25][C:26](=[O:28])[O:29]2.